Dataset: the Open Reaction Database (ORD), a public repository of structured organic reaction records. Task: describe an organic reaction: reactants, conditions, products, and yield Reaction SMILES: [C:11](=[O:12])([O-:13])[O-:14].[CH2:17]([c:18]1[cH:19][cH:20][cH:21][cH:22][cH:23]1)[Br:24].[CH3:25][C:26](=[O:27])[CH2:28][CH3:29].[K+:15].[K+:16].[OH:1][c:2]1[c:3]([F:10])[cH:4][c:5]([Br:9])[c:6]([F:8])[cH:7]1>>[O:1]([c:2]1[c:3]([F:10])[cH:4][c:5]([Br:9])[c:6]([F:8])[cH:7]1)[CH2:17][c:18]1[cH:19][cH:20][cH:21][cH:22][cH:23]1. Yields the product Fc1cc(OCc2ccccc2)c(F)cc1Br. Starting materials: O=C([O-])[O-], BrCc1ccccc1, CCC(C)=O, [K+], [K+], Oc1cc(F)c(Br)cc1F. Yields the product Cl.FC(C=1C=C(CSC=2N[C@@H]([C@@H](N2)C2=CC=CC=C2)C2=CC=CC=C2)C=CC1)(F)F (2-[(3-Trifluoromethylbenzyl)thio]-cis-4,5-diphenyl-4,5-dihydro-1H-imidazole hydrochloride). Procedure details: A mixture of intermediate 25 (200 mg, 0.786 mmol) and 3-trifluoromethylbenzyl chloride (0.243 mL, 1.57 mmol) in abs. EtOH (2 mL) is heated at 95° C. for 24 h. The reaction mixture is cooled to RT, evaporated to dryness, and the residue suspended in Et2O. The insoluble material is filtered to give 196 mg of the product 202. 1H NMR (DMSO-d6) δ 11.32 (s, 2 H), 8.10-7.65 (m, 4 H), 7.15-6.95 (m, 6 H), 6.90-6.60 (m, 4 H), 5.78 (s, 2 H), 4.93 (s, 2 H); MS: m/z 413 (M++1). The solvent is CCO (EtOH). As a reaction SMILES: [C:1]1([C@H:7]2[C@@H:11]([C:12]3[CH:17]=[CH:16][CH:15]=[CH:14][CH:13]=3)[NH:10][C:9](=[S:18])[NH:8]2)[CH:6]=[CH:5][CH:4]=[CH:3][CH:2]=1.[F:19][C:20]([F:30])([F:29])[C:21]1[CH:22]=[C:23]([CH:26]=[CH:27][CH:28]=1)[CH2:24][Cl:25]>CCO>[ClH:25].[F:19][C:20]([F:29])([F:30])[C:21]1[CH:22]=[C:23]([CH:26]=[CH:27][CH:28]=1)[CH2:24][S:18][C:9]1[NH:8][C@H:7]([C:1]2[CH:2]=[CH:3][CH:4]=[CH:5][CH:6]=2)[C@H:11]([C:12]2[CH:13]=[CH:14][CH:15]=[CH:16][CH:17]=2)[N:10]=1 |f:3.4|. Yield: 55.5%. Starting materials: C1(=CC=CC=C1)[C@@H]1NC(N[C@@H]1C1=CC=CC=C1)=S (cis-4,5-Diphenylimidazolidine-2-thione), FC(C=1C=C(CCl)C=CC1)(F)F (3-trifluoromethylbenzyl chloride). The reactants are C(CC)C=1C=NC(=NC1)N1CCC(CC1)C1OC2=C(C1)C=C(C=C2)N2CCN(CC2)C(=O)OC(C)(C)C (tert-Butyl 4-(2-(1-(5-propylpyrimidin-2-yl)piperidin-4-yl)-2,3-dihydrobenzofuran-5-yl)piperazine-1-carboxylate), C(=O)(C(F)(F)F)O (TFA), FC1=CC(=CC=2CC(OC21)C2(CCN(CC2)C2=NC=C(C=N2)CCC)O)C=2CCNCC2 (4-(7-Fluoro-5-(1,2,3,6-tetrahydropyridin-4-yl)-2,3-dihydrobenzofuran-2-yl)-1-(5-propylpyrimidin-2-yl)piperidin-4-ol). Yields the product N1(CCNCC1)C=1C=CC2=C(CC(O2)C2CCN(CC2)C2=NC=C(C=N2)CCC)C1 (2-(4-(5-(Piperazin-1-yl)-2,3-dihydrobenzofuran-2-yl)piperidin-1-yl)-5-propylpyrimidine). RXN SMILES: [CH2:1]([C:4]1[CH:5]=[N:6][C:7]([N:10]2[CH2:15][CH2:14][CH:13]([CH:16]3[CH2:20][C:19]4[CH:21]=[C:22]([N:25]5[CH2:30][CH2:29][N:28](C(OC(C)(C)C)=O)[CH2:27][CH2:26]5)[CH:23]=[CH:24][C:18]=4[O:17]3)[CH2:12][CH2:11]2)=[N:8][CH:9]=1)[CH2:2][CH3:3].C(O)(C(F)(F)F)=O.FC1C2OC(C3(O)CCN(C4N=CC(CCC)=CN=4)CC3)CC=2C=C(C2CCNCC=2)C=1>>[N:25]1([C:22]2[CH:23]=[CH:24][C:18]3[O:17][CH:16]([CH:13]4[CH2:12][CH2:11][N:10]([C:7]5[N:6]=[CH:5][C:4]([CH2:1][CH2:2][CH3:3])=[CH:9][N:8]=5)[CH2:15][CH2:14]4)[CH2:20][C:19]=3[CH:21]=2)[CH2:30][CH2:29][NH:28][CH2:27][CH2:26]1. Reported procedure: Compound 9D was prepared from Compound 9C and TFA by in a similar manner to the procedure described for Compound 1J in Example 1. LC/MS (m/z)=408 (M+H)+.